describe an organic reaction: reactants, conditions, products, and yield From a dataset of the Open Reaction Database (ORD), a public repository of structured organic reaction records. Starting materials: C(C)OC(C1=CC(=C(C(=C1)Cl)OC1=CC=C(C=C1)OC)Cl)=O (3,5-dichloro-4-(4-methoxy-phenoxy)-benzoic acid ethyl ester), [H-] (hydride). The solvent is ClCCl (dichloromethane). Reaction conditions: temperature 0 celsius, time 2.5 hour. Product: ClC=1C=C(C=C(C1OC1=CC=C(C=C1)OC)Cl)CO ([3,5-Dichloro-4-(4-methoxy-phenoxy)-phenyl]-methanol). Isolated yield 72.6%. As a reaction SMILES: C([O:3][C:4](=O)[C:5]1[CH:10]=[C:9]([Cl:11])[C:8]([O:12][C:13]2[CH:18]=[CH:17][C:16]([O:19][CH3:20])=[CH:15][CH:14]=2)=[C:7]([Cl:21])[CH:6]=1)C.[H-]>ClCCl>[Cl:11][C:9]1[CH:10]=[C:5]([CH2:4][OH:3])[CH:6]=[C:7]([Cl:21])[C:8]=1[O:12][C:13]1[CH:14]=[CH:15][C:16]([O:19][CH3:20])=[CH:17][CH:18]=1. Procedure details: To a solution of 3,5-dichloro-4-(4-methoxy-phenoxy)-benzoic acid ethyl ester (1.36 g, 4.01 mmol) in dichloromethane (35 ml) at 0° C. was added diisobutylaluminun hydride (1M in toluene, 12 ml, 12 mmol) and the mixture was stirred for 2.5 hours at 0° C. The reaction mixture was quenched with potassium sodium tartrate tetrahydrate (0.5 M aqueous solution, 50 ml), stirred for 20 minutes at room temperature and then was filtered through diatomaceous earth. The filtrate was concentrated and then take...